Dataset: the Open Reaction Database (ORD), a public repository of structured organic reaction records. Task: describe an organic reaction: reactants, conditions, products, and yield The reactants are 20, ClC1=CC2=C(N(C(N2)=O)CCCO)C=C1 (5-chloro-1,3-dihydro-1-(3-hydroxypropyl)-2H-benzimidazol-2-one), S(=O)(Cl)Cl (sulfinyl chloride). Solvent: ClC(Cl)Cl (trichloromethane). The product is ClC1=CC2=C(N(C(N2)=O)CCCCl)C=C1 (5-chloro-1-(3-chloropropyl)-1,3-dihydro-2H-benzimidazol-2-one). As a reaction SMILES: [Cl:1][C:2]1[CH:15]=[CH:14][C:5]2[N:6]([CH2:10][CH2:11][CH2:12]O)[C:7](=[O:9])[NH:8][C:4]=2[CH:3]=1.S(Cl)([Cl:18])=O>ClC(Cl)Cl>[Cl:1][C:2]1[CH:15]=[CH:14][C:5]2[N:6]([CH2:10][CH2:11][CH2:12][Cl:18])[C:7](=[O:9])[NH:8][C:4]=2[CH:3]=1. Procedure details: A mixture of 20 parts of 5-chloro-1,3-dihydro-1-(3-hydroxypropyl)-2H-benzimidazol-2-one, 34 parts of sulfinyl chloride and 300 parts of trichloromethane is stirred and refluxed for 4 hours. The trichloromethane is evaporated and the residue is crystallized from 4-methyl-2-pentanone (activated charcoal). The product is filtered off (the filtrate is set aside), yielding a first fraction of 8.2 parts of 5-chloro-1-(3-chloropropyl)-1,3-dihydro-2H-benzimidazol-2-one. The filtrate, which was set aside... The reactants are C(Cl)Cl (DCM), [N-]=[N+]=[N-].[Na+] (Sodium azide), C1COCCOCCOCCOCCO1 (15-crown-5), CS(=O)(=O)OC(CCCC1=C(C(=O)OC)C=CC=C1)CC1=CC=CC=C1 (Methyl 2-(4-((methylsulfonyl)oxy)-5-phenylpentyl)benzoate). The solvent is CN(C)C=O (DMF). Run at temperature 85 celsius. Yields the product N(=[N+]=[N-])C(CCCC1=C(C(=O)OC)C=CC=C1)CC1=CC=CC=C1 (Methyl 2-(4-azido-5-phenylpentyl)benzoate). As a reaction SMILES: [N-:1]=[N+:2]=[N-:3].[Na+].C1OCCOCCOCCOCCOC1.CS(O[CH:25]([CH2:39][C:40]1[CH:45]=[CH:44][CH:43]=[CH:42][CH:41]=1)[CH2:26][CH2:27][CH2:28][C:29]1[CH:38]=[CH:37][CH:36]=[CH:35][C:30]=1[C:31]([O:33][CH3:34])=[O:32])(=O)=O.C(Cl)Cl>CN(C=O)C>[N:1]([CH:25]([CH2:39][C:40]1[CH:41]=[CH:42][CH:43]=[CH:44][CH:45]=1)[CH2:26][CH2:27][CH2:28][C:29]1[CH:38]=[CH:37][CH:36]=[CH:35][C:30]=1[C:31]([O:33][CH3:34])=[O:32])=[N+:2]=[N-:3] |f:0.1|. Reported procedure: Sodium azide (1 g, 15.4 mmol) and 15-crown-5 (0.17 g, 0.77 mmol) were added to a stirred solution of 30e (2.9 g, 7.7 mmol) in DMF (60 mL). The mixture was heated at 85° C. for 24 h under argon atmosphere. Then DCM (300 mL) was added, the solution was washed with a saturated NaHCO3 solution (2×150 mL) and brine (3×200 mL), and dried over Na2SO4. After removal of the solvent under reduced pressure, the desired product was obtained as yellow oil, which was used without further purification in the n... Starting materials: product A2, CN(CCN1CCNCC1)C (1-(2-dimethylaminoethyl)-piperazine), Cl.COC1=CC=C(C=2CC(OC21)(C)C)C2=NN(C([C@@H]1CC=CC[C@H]21)=O)C2=CC=C(C=C2)C(=O)N2CCN(CC2)C\C=C\C2=CC=CC=C2 ((4aS,8aR)-4-(7-methoxy-2,2-dimethyl-2,3-dihydro-benzofuran-4-yl)-2-(4-{1-[4-((E)-3-phenyl-allyl)-piperazin-1-yl]-methanoyl}-phenyl)-4a,5,8,8a-tetrahydro-2H-phthalazin-1-one hydrochloride). Product: Cl.Cl.CN(CCN1CCN(CC1)C(=O)C1=CC=C(C=C1)N1C([C@@H]2CC=CC[C@@H]2C(=N1)C1=CC=C(C2=C1CC(O2)(C)C)OC)=O)C ((4aS,8aR)-2-{4-[4-(2-Dimethylamino-ethyl)-piperazine-1-carbonyl]-phenyl}-4-(7-methoxy-2,2-dimethy-2,3-dihydro-benzofuran-4-yl)-4a,5,8,8a-tetrahydro-2H-phthalazin-1-one dihydrochloride). Reaction SMILES: [CH3:1][N:2]([CH3:11])[CH2:3][CH2:4][N:5]1[CH2:10][CH2:9][NH:8][CH2:7][CH2:6]1.[ClH:12].[CH3:13][O:14][C:15]1[C:23]2[O:22][C:21]([CH3:25])([CH3:24])[CH2:20][C:19]=2[C:18]([C:26]2[C@@H:35]3[C@@H:30]([CH2:31][CH:32]=[CH:33][CH2:34]3)[C:29](=[O:36])[N:28]([C:37]3[CH:42]=[CH:41][C:40]([C:43](N4CCN(C/C=C/C5C=CC=CC=5)CC4)=[O:44])=[CH:39][CH:38]=3)[N:27]=2)=[CH:17][CH:16]=1>>[ClH:12].[ClH:12].[CH3:1][N:2]([CH3:11])[CH2:3][CH2:4][N:5]1[CH2:10][CH2:9][N:8]([C:43]([C:40]2[CH:41]=[CH:42][C:37]([N:28]3[N:27]=[C:26]([C:18]4[C:19]5[CH2:20][C:21]([CH3:25])([CH3:24])[O:22][C:23]=5[C:15]([O:14][CH3:13])=[CH:16][CH:17]=4)[C@@H:35]4[C@@H:30]([CH2:31][CH:32]=[CH:33][CH2:34]4)[C:29]3=[O:36])=[CH:38][CH:39]=2)=[O:44])[CH2:7][CH2:6]1 |f:1.2,3.4.5|. Procedure details: Prepared from intermediate product A2 and 1-(2-dimethylaminoethyl)-piperazine as described for compound 8. M.p. 245° C. (with decomposition). The reactants are [Si](C)(C)(C(C)(C)C)OC(CNC(C1=CC(=CC=C1)[N+](=O)[O-])C1=CC=C(C=C1)OC)C1=CC=CC=C1 (N-[2-(t-butyl-dimethylsilyloxy)-2-phenylethyl]-N-[(4-methoxyphenyl)-(3-nitrophenyl)methyl]amine), [F-].C(CCC)[N+](CCCC)(CCCC)CCCC (tetrabutylammonium fluoride). Solvent: C(C)(=O)OCC (ethyl acetate), O1CCCC1 (tetrahydrofuran). Yields the product COC1=CC=C(C=C1)C(C1=CC(=CC=C1)[N+](=O)[O-])NCC(O)C1=CC=CC=C1 (2-{[(4-Methoxyphenyl)-(3-nitrophenyl)methyl]amino}-1-phenylethanol). Yield: 85.7%. Reaction SMILES: [Si]([O:8][CH:9]([C:30]1[CH:35]=[CH:34][CH:33]=[CH:32][CH:31]=1)[CH2:10][NH:11][CH:12]([C:22]1[CH:27]=[CH:26][C:25]([O:28][CH3:29])=[CH:24][CH:23]=1)[C:13]1[CH:18]=[CH:17][CH:16]=[C:15]([N+:19]([O-:21])=[O:20])[CH:14]=1)(C(C)(C)C)(C)C.[F-].C([N+](CCCC)(CCCC)CCCC)CCC>O1CCCC1.C(OCC)(=O)C>[CH3:29][O:28][C:25]1[CH:24]=[CH:23][C:22]([CH:12]([NH:11][CH2:10][CH:9]([C:30]2[CH:35]=[CH:34][CH:33]=[CH:32][CH:31]=2)[OH:8])[C:13]2[CH:18]=[CH:17][CH:16]=[C:15]([N+:19]([O-:21])=[O:20])[CH:14]=2)=[CH:27][CH:26]=1 |f:1.2|. Procedure: A mixture of N-[2-(t-butyl-dimethylsilyloxy)-2-phenylethyl]-N-[(4-methoxyphenyl)-(3-nitrophenyl)methyl]amine (4.95 g) [prepared as described in step (a) above] and a solution of tetrabutylammonium fluoride in tetrahydrofuran (1M, 20 ml) was stirred at ambient temperature for 1 hour. The reaction mixture was diluted with ethyl acetate, and the ethyl acetate was washed with water and with an aqueous solution of sodium chloride, dried over anhydrous magnesium sulfate and then evaporated under reduc...